describe an organic reaction: reactants, conditions, products, and yield From a dataset of the Open Reaction Database (ORD), a public repository of structured organic reaction records. The reactants are COC=1C=CC(=C2CC(NC12)=O)C1CN(CCC1)CCC (1,3-dihydro-7-methoxy-4-(1-propyl-3-piperidinyl)-2H-indol-2-one), Br (hydrobromic acid). Yields the product Br.OC=1C=CC(=C2CC(NC12)=O)C1CN(CCC1)CCC (1,3-dihydro-7-hydroxy-4-(1-propyl-3-piperidinyl)-2H-indol-2-one hydrobromide). RXN SMILES: C[O:2][C:3]1[CH:4]=[CH:5][C:6]([CH:13]2[CH2:18][CH2:17][CH2:16][N:15]([CH2:19][CH2:20][CH3:21])[CH2:14]2)=[C:7]2[C:11]=1[NH:10][C:9](=[O:12])[CH2:8]2.[BrH:22]>>[BrH:22].[OH:2][C:3]1[CH:4]=[CH:5][C:6]([CH:13]2[CH2:18][CH2:17][CH2:16][N:15]([CH2:19][CH2:20][CH3:21])[CH2:14]2)=[C:7]2[C:11]=1[NH:10][C:9](=[O:12])[CH2:8]2 |f:2.3|. Procedure: 1.55 g of the product of Example 2 in 15 ml of 48% hydrobromic acid were refluxed for 2 hours with stirring under an inert atmosphere. After evaporating to dryness under reduced pressure, crystallizing the oil obtained from ethanol, filtering, washing with ether, drying, and purifying by crystallization from methanol, 1.31 g of 1,3-dihydro-7-hydroxy-4-(1-propyl-3-piperidinyl)-2H-indol-2-one hydrobromide melting at 210° C. were obtained. The reactants are C1(CC1)C(=O)O (cyclopropanecarboxylic acid), P(O)(O)(O)=O (phosphoric acid), NC1=NC=CC(=C1N)C (2,3-diamino-4-methylpyridine), [OH-].[K+] (potassium hydroxide). The solvent is O (water). Conditions: temperature 130 celsius, time 12 hour. Yields the product C1(CC1)C1=NC=2C(=NC=CC2C)N1 (2-Cyclopropyl-7-methyl-3H-imidazo[4,5-b]pyridine). RXN SMILES: [CH:1]1([C:4](O)=O)[CH2:3][CH2:2]1.P(=O)(O)(O)O.[NH2:12][C:13]1[C:18]([NH2:19])=[C:17]([CH3:20])[CH:16]=[CH:15][N:14]=1.[OH-].[K+]>O>[CH:1]1([C:4]2[NH:12][C:13]3=[N:14][CH:15]=[CH:16][C:17]([CH3:20])=[C:18]3[N:19]=2)[CH2:3][CH2:2]1 |f:3.4|. Reported procedure: 30 ml of cyclopropanecarboxylic acid and 70 ml of phosphoric acid (85%) were added to 15 g of 2,3-diamino-4-methylpyridine, and the mixture was stirred at an internal temperature of 130° C. for 12 hr. The reaction mixture was cooled, poured into a solution of 140 g of potassium hydroxide in 420 ml of water and then extracted with chloroform. The extract was dried over anhydrous magnesium sulfate and then concentrated. The residue was purified by column chromatography (chloroform:ethanol=97:3). T... Starting materials: C(C=C)N1C(=O)N(C=2N=C(NC2C1=O)C1=CC(=NN1C)OCC(=O)O)CC=C (2-[5-(1,3-diallyl-xanthin-8-yl)-1-methylpyrazol-3-yloxy]acetic acid), C1(=CC=CC=C1)N1CCNCC1 (N-phenyl-piperazine), CCN=C=NCCCN(C)C (EDCI), C=1C=CC2=C(C1)N=NN2O (HOBt). Run in CN(C=O)C (dimethylformamide). The product is CN1/C(=C\2/N=C3C(=N2)N(C(=O)N(C3=O)CC=C)CC=C)/C=C(N1)OCC(=O)N4CCN(CC4)C5=CC=CC=C5 (AS96). The yield is 27.0%. Reaction SMILES: [CH2:1]([N:4]1[C:13](=[O:14])[C:12]2[NH:11][C:10]([C:15]3[N:19]([CH3:20])[N:18]=[C:17]([O:21][CH2:22][C:23]([OH:25])=O)[CH:16]=3)=[N:9][C:8]=2[N:7]([CH2:26][CH:27]=[CH2:28])[C:5]1=[O:6])[CH:2]=[CH2:3].[C:29]1([N:35]2[CH2:40][CH2:39][NH:38][CH2:37][CH2:36]2)[CH:34]=[CH:33][CH:32]=[CH:31][CH:30]=1.CCN=C=NCCCN(C)C.C1C=CC2N(O)N=NC=2C=1>CN(C)C=O>[CH3:20][N:19]1[NH:18][C:17]([O:21][CH2:22][C:23]([N:38]2[CH2:39][CH2:40][N:35]([C:29]3[CH:34]=[CH:33][CH:32]=[CH:31][CH:30]=3)[CH2:36][CH2:37]2)=[O:25])=[CH:16]/[C:15]/1=[C:10]1\[N:11]=[C:12]2[C:13](=[O:14])[N:4]([CH2:1][CH:2]=[CH2:3])[C:5](=[O:6])[N:7]([CH2:26][CH:27]=[CH2:28])[C:8]2=[N:9]\1. Procedure details: Condensation of 2-[5-(1,3-diallyl-xanthin-8-yl)-1-methylpyrazol-3-yloxy]acetic acid (0.5 mmol) and N-phenyl-piperazine (1.3 mmol) in the presence of EDCI (1.12 mmol) and HOBt (1.14 mmol) in anhydrous dimethylformamide afforded the desired product. Reactants: C=1(C(=CC=CC1)S(=O)(=O)OCCC=1SC=CC1)C (2-(2-thienyl)ethanol toluenesulfonate), C([O-])([O-])=O.[Na+].[Na+] (sodium carbonate), OC1=C2CCC(CC2=CC=C1)NCCC ((−)-5-hydroxy-N-n-propyl-2-aminotetralin). The solvent is xylenes. Run at time 24 hour. Product: OC1=C2CCC(CC2=CC=C1)N(CCC=1SC=CC1)CCC ((−)-5-hydroxy-2-[N-n-propyl-N-2-(2-thienyl)ethylamino]tetralin). RXN SMILES: [OH:1][C:2]1[CH:11]=[CH:10][CH:9]=[C:8]2[C:3]=1[CH2:4][CH2:5][CH:6]([NH:12][CH2:13][CH2:14][CH3:15])[CH2:7]2.C1(C)C(S(O[CH2:26][CH2:27][C:28]2[S:29][CH:30]=[CH:31][CH:32]=2)(=O)=O)=CC=CC=1.C(=O)([O-])[O-].[Na+].[Na+]>>[OH:1][C:2]1[CH:11]=[CH:10][CH:9]=[C:8]2[C:3]=1[CH2:4][CH2:5][CH:6]([N:12]([CH2:13][CH2:14][CH3:15])[CH2:26][CH2:27][C:28]1[S:29][CH:30]=[CH:31][CH:32]=1)[CH2:7]2 |f:2.3.4|. Reported procedure: 700 mg (3.4 mmol) (−)-5-hydroxy-N-n-propyl-2-aminotetralin made by the process described in U.S. Pat. No. 5,382,596, 4.8 g (17 mmol) 2-(2-thienyl)ethanol toluenesulfonate, 216 mg (2 mmol) sodium carbonate (0.6 molar ratio Na2CO3/amine starting material), and 40 mL xylenes (mixture, Aldrich Chemical Co.) were mixed and brought to reflux. The reaction was halted at 24 hours, and worked up in the usual manner well known to those skilled in the art without chromatographic purification to yield the p...